This data is from the Open Reaction Database (ORD), a public repository of structured organic reaction records. The task is: describe an organic reaction: reactants, conditions, products, and yield Starting materials: C(C)(C)(C)OC(CCC1=C(C=C(C=C1)O[Si](C1=CC=CC=C1)(C1=CC=CC=C1)C(C)(C)C)COC(NC1CCCCC1)=O)=O (3-[4-(tert-butyldiphenylsilanyloxy)-2-cyclohexylcarbamoyloxymethylphenyl]propionic acid tert-butyl ester), [F-].C(CCC)[N+](CCCC)(CCCC)CCCC (Tetrabutylammonium fluoride). The solvent is C1CCOC1 (THF). Run at time 4 hour. The product is C(C)(C)(C)OC(CCC1=C(C=C(C=C1)O)COC(NC1CCCCC1)=O)=O (3-(2-Cyclohexylcarbamoyloxymethyl-4-hydroxyphenyl)propionic acid tert-butyl ester). As a reaction SMILES: [C:1]([O:5][C:6](=[O:44])[CH2:7][CH2:8][C:9]1[CH:14]=[CH:13][C:12]([O:15][Si](C(C)(C)C)(C2C=CC=CC=2)C2C=CC=CC=2)=[CH:11][C:10]=1[CH2:33][O:34][C:35](=[O:43])[NH:36][CH:37]1[CH2:42][CH2:41][CH2:40][CH2:39][CH2:38]1)([CH3:4])([CH3:3])[CH3:2].[F-].C([N+](CCCC)(CCCC)CCCC)CCC>C1COCC1>[C:1]([O:5][C:6](=[O:44])[CH2:7][CH2:8][C:9]1[CH:14]=[CH:13][C:12]([OH:15])=[CH:11][C:10]=1[CH2:33][O:34][C:35](=[O:43])[NH:36][CH:37]1[CH2:42][CH2:41][CH2:40][CH2:39][CH2:38]1)([CH3:4])([CH3:2])[CH3:3] |f:1.2|. Procedure details: A 500 mL round bottomed flask was charged with 3-[4-(tert-butyldiphenylsilanyloxy)-2-cyclohexylcarbamoyloxymethylphenyl]propionic acid tert-butyl ester (3.1 g, 5.03 mmol) and anhydrous THF (180 mL). Tetrabutylammonium fluoride (15.1 mL, 15.1 mmol, 1.0M in THF) was added, and the reaction mixture was stirred at ambient temperature under a nitrogen atmosphere for 4 h. The mixture was concentrated, and the residue was diluted with EtOAc (100 mL), washed with brine, dried over (Na2SO4), and concentr...